This data is from the Open Reaction Database (ORD), a public repository of structured organic reaction records. The task is: describe an organic reaction: reactants, conditions, products, and yield Reactants: CCOC(=O)CC(C)=O, CC(=O)O, COc1cc(C=O)ccc1O, C1CCNCC1, c1ccccc1. The product is CCOC(=O)C(=Cc1ccc(O)c(OC)c1)C(C)=O. Reaction SMILES: [C:12]([CH2:13][C:14](=[O:15])[CH3:16])(=[O:17])[O:18][CH2:19][CH3:20].[C:21]([OH:22])(=[O:23])[CH3:24].[CH3:1][O:2][c:3]1[cH:4][c:5]([CH:6]=[O:7])[cH:8][cH:9][c:10]1[OH:11].[NH:25]1[CH2:26][CH2:27][CH2:28][CH2:29][CH2:30]1.[cH:31]1[cH:32][cH:33][cH:34][cH:35][cH:36]1>>[CH3:1][O:2][c:3]1[cH:4][c:5]([CH:6]=[C:13]([C:12](=[O:17])[O:18][CH2:19][CH3:20])[C:14](=[O:15])[CH3:16])[cH:8][cH:9][c:10]1[OH:11]. Reactants: C(Cl)Cl (CH2Cl2), BrC1=CN=C(C(=N1)NCC1CCOCC1)Cl (6-bromo-3-chloro-N-((tetrahydro-2H-pyran-4-yl)methyl)pyrazin-2-amine), C(=O)([O-])[O-].[Na+].[Na+] (Na2CO3), ClC=1C(=CC(=NC1)F)B(O)O (5-chloro-2-fluoropyridin-4-ylboronic acid). The reagents and catalysts are C1=CC=C(C=C1)P([C-]2C=CC=C2)C3=CC=CC=C3.C1=CC=C(C=C1)P([C-]2C=CC=C2)C3=CC=CC=C3.Cl[Pd]Cl.[Fe+2] (PdCl2(dppf)). Solvent: COCCOC (DME), CCOC(=O)C (EtOAc). Reaction conditions: temperature 100 celsius. Yields the product ClC=1C(=NC(=CN1)C1=CC(=NC=C1Cl)F)NCC1CCOCC1 (3-chloro-6-(5-chloro-2-fluoropyridin-4-yl)-N-((tetrahydro-2H-pyran-4-yl)methyl)pyrazin-2-amine). The yield is 38.4%. As a reaction SMILES: Br[C:2]1[N:7]=[C:6]([NH:8][CH2:9][CH:10]2[CH2:15][CH2:14][O:13][CH2:12][CH2:11]2)[C:5]([Cl:16])=[N:4][CH:3]=1.C([O-])([O-])=O.[Na+].[Na+].[Cl:23][C:24]1[C:25](B(O)O)=[CH:26][C:27]([F:30])=[N:28][CH:29]=1.C(Cl)Cl>COCCOC.CCOC(C)=O.C1C=CC(P(C2C=CC=CC=2)[C-]2C=CC=C2)=CC=1.C1C=CC(P(C2C=CC=CC=2)[C-]2C=CC=C2)=CC=1.Cl[Pd]Cl.[Fe+2]>[Cl:16][C:5]1[C:6]([NH:8][CH2:9][CH:10]2[CH2:15][CH2:14][O:13][CH2:12][CH2:11]2)=[N:7][C:2]([C:25]2[C:24]([Cl:23])=[CH:29][N:28]=[C:27]([F:30])[CH:26]=2)=[CH:3][N:4]=1 |f:1.2.3,8.9.10.11|. Reported procedure: To a degassed suspension of 6-bromo-3-chloro-N-((tetrahydro-2H-pyran-4-yl)methyl)pyrazin-2-amine (358 mg, 1.168 mmol), Na2CO3 (1.518 ml, 3.04 mmol) and 5-chloro-2-fluoropyridin-4-ylboronic acid (307 mg, 1.752 mmol) in DME (5 ml) was added PdCl2(dppf).CH2Cl2 adduct (76 mg, 0.093 mmol). The reaction mixture was capped in a flask and heated to 100° C. for 4 hr an oil bath. The reaction mixture was diluted with EtOAc and washed with H2O saturated NaCl. The organic layer was dried Na2SO4, filtered an... Reactants: CCc1nc(Br)c(Br)[nH]1, O=C([O-])[O-], CN(C)C=O, COCCl, [K+], [K+]. The product is CCc1nc(Br)c(Br)n1COC. As a reaction SMILES: [Br:1][c:2]1[n:3][c:4]([CH2:8][CH3:9])[nH:5][c:6]1[Br:7].[C:10](=[O:11])([O-:12])[O-:13].[CH3:20][N:21]([CH3:22])[CH:23]=[O:24].[Cl:16][CH2:17][O:18][CH3:19].[K+:14].[K+:15]>>[Br:1][c:2]1[n:3][c:4]([CH2:8][CH3:9])[n:5]([CH2:17][O:18][CH3:19])[c:6]1[Br:7]. Reactants: CCn1ncc2c(-c3cncc(C)c3)c(C=CCO)c(COC)nc21, CCN(C(C)C)C(C)C, COC(=O)Cl, ClCCl. Yields the product CCn1ncc2c(-c3cncc(C)c3)c(C=CCOC(=O)OC)c(COC)nc21. Reaction SMILES: [CH2:1]([CH3:2])[n:3]1[n:4][cH:5][c:6]2[c:7]1[n:8][c:9]([CH2:23][O:24][CH3:25])[c:10]([CH:19]=[CH:20][CH2:21][OH:22])[c:11]2-[c:12]1[cH:13][n:14][cH:15][c:16]([CH3:18])[cH:17]1.[CH:26]([N:27]([CH:28]([CH3:29])[CH3:30])[CH2:31][CH3:32])([CH3:33])[CH3:34].[Cl:35][C:36](=[O:37])[O:38][CH3:39].[Cl:40][CH2:41][Cl:42]>>[CH2:1]([CH3:2])[n:3]1[n:4][cH:5][c:6]2[c:7]1[n:8][c:9]([CH2:23][O:24][CH3:25])[c:10]([CH:19]=[CH:20][CH2:21][O:22][C:36](=[O:37])[O:38][CH3:39])[c:11]2-[c:12]1[cH:13][n:14][cH:15][c:16]([CH3:18])[cH:17]1.